This data is from the Open Reaction Database (ORD), a public repository of structured organic reaction records. The task is: describe an organic reaction: reactants, conditions, products, and yield Reactants: C(=O)(O)CN(C)CC1=CC=C(C=C1)[N+](=O)[O-] (4-[(N-carboxymethyl-N-methyl-amino)-methyl]-nitrobenzene), Cl.CN (methylamine hydrochloride). Yields the product CNC(=O)CN(C)CC1=CC=C(C=C1)[N+](=O)[O-] (4-[(N-(methylcarbamoyl-methyl)-N-methyl-amino)-methyl]-nitrobenzene). RXN SMILES: [C:1]([CH2:4][N:5]([CH2:7][C:8]1[CH:13]=[CH:12][C:11]([N+:14]([O-:16])=[O:15])=[CH:10][CH:9]=1)[CH3:6])([OH:3])=O.Cl.[CH3:18][NH2:19]>>[CH3:18][NH:19][C:1]([CH2:4][N:5]([CH2:7][C:8]1[CH:13]=[CH:12][C:11]([N+:14]([O-:16])=[O:15])=[CH:10][CH:9]=1)[CH3:6])=[O:3] |f:1.2|. Reported procedure: Prepared from 4-[(N-carboxymethyl-N-methyl-amino)-methyl]-nitrobenzene and methylamine hydrochloride Starting materials: ClC1=C(C(=C(C(=C1)F)N1C(N(C(=CC1=O)C(F)(F)F)C)=O)[N+](=O)[O-])C (3-(4-Chloro-6-fluoro-3-methyl-2-nitrophenyl)-methyl-6-trifluoromethyl-2,4(1H, 3H)-pyrimidinedione), O (Water). The reagents and catalysts are [Fe] (iron). Run in C(C)(=O)O (acetic acid). Reaction conditions: time 14 hour. Yields the product NC1=C(C(=CC(=C1C)Cl)F)N1C(N(C(=CC1=O)C(F)(F)F)C)=O (3-(2-amino-4-chloro-6-fluoro-3-methylphenyl)-1-methyl-6-trifluoromethyl-2,4(1H, 3H)-pyrimidinedione). Reaction SMILES: [Cl:1][C:2]1[CH:7]=[C:6]([F:8])[C:5]([N:9]2[C:14](=[O:15])[CH:13]=[C:12]([C:16]([F:19])([F:18])[F:17])[N:11]([CH3:20])[C:10]2=[O:21])=[C:4]([N+:22]([O-])=O)[C:3]=1[CH3:25].O>C(O)(=O)C.[Fe]>[NH2:22][C:4]1[C:3]([CH3:25])=[C:2]([Cl:1])[CH:7]=[C:6]([F:8])[C:5]=1[N:9]1[C:14](=[O:15])[CH:13]=[C:12]([C:16]([F:19])([F:18])[F:17])[N:11]([CH3:20])[C:10]1=[O:21]. Procedure details: 3-(4-Chloro-6-fluoro-3-methyl-2-nitrophenyl)-methyl-6-trifluoromethyl-2,4(1H, 3H)-pyrimidinedione (2.0 g, 5.2 mmol) was dissolved in acetic acid (20 ml) and iron powder (1.2 g, 21.5 mmol) was added. Solution was stirred at ambient temperature for 14 hr. Water was added and product extracted with ethyl acetate followed by evaporation under reduced pressure. Title compound was separated by column chromatography on silica gel (eluent, hexane-ethyl acetate, 7:3; 1.5 g). Reactants: Cl (HCl), COC(C[C@@H](C)N1C(N(C2=CC=CC=C2C1=O)CC1=NSC2=C1C(=CC(=C2)C)C)=O)=O ((R)-3-[1-(4,6-dimethyl-1,2-benzisothiazol-3-ylmethyl)-2,4-dioxo-1,4-dihydro-2H-quinazolin-3-yl]-butyric acid methyl ester), [Li+].[OH-] (LiOH). The solvent is C1CCOC1 (THF), O (water). Run at time 24 hour. Yields the product CC1=CC(=CC2=C1C(=NS2)CN2C(N(C(C1=CC=CC=C21)=O)[C@@H](CC(=O)O)C)=O)C ((R)-3-[1-(4,6-Dimethyl-1,2-benzisothiazol-3-ylmethyl)-2,4-dioxo-1,4-dihydro-2H-quinazolin-3-yl]-butyric acid). As a reaction SMILES: C[O:2][C:3](=[O:31])[CH2:4][C@H:5]([N:7]1[C:16](=[O:17])[C:15]2[C:10](=[CH:11][CH:12]=[CH:13][CH:14]=2)[N:9]([CH2:18][C:19]2[C:23]3[C:24]([CH3:29])=[CH:25][C:26]([CH3:28])=[CH:27][C:22]=3[S:21][N:20]=2)[C:8]1=[O:30])[CH3:6].[Li+].[OH-].Cl>C1COCC1.O>[CH3:29][C:24]1[C:23]2[C:19]([CH2:18][N:9]3[C:10]4[C:15](=[CH:14][CH:13]=[CH:12][CH:11]=4)[C:16](=[O:17])[N:7]([C@H:5]([CH3:6])[CH2:4][C:3]([OH:31])=[O:2])[C:8]3=[O:30])=[N:20][S:21][C:22]=2[CH:27]=[C:26]([CH3:28])[CH:25]=1 |f:1.2|. Procedure: To a solution of (R)-3-[1-(4,6-dimethyl-1,2-benzisothiazol-3-ylmethyl)-2,4-dioxo-1,4-dihydro-2H-quinazolin-3-yl]-butyric acid methyl ester (60 mg, 0.14 mmol) in THF (1 mL) is added a solution of LiOH (8.5 mg, 0.20 mmol) in water (0.5 mL) and the resulting mixture is agitated at ambient temperature for 24 hours, heated at 50° C. for 6 hours, then agitated an additional 48 hours at ambient temperature. The reaction mixture is neutralized with 1N HCl (0.2 mL) then extracted with ethyl acetate (2×10... Product: N1(C=NC=C1)CCCCO[C@H]1[C@@H](O[C@@H]([C@H]1O)CO)N1C=NC=2C(=O)NC(N)=NC12 (2′-O-(Imidazol-1-yl)butylguanosine). Procedure: A mixture of the 2,6-diamino-9-[2′-O-(imidazol-1-yl)butyl-β-D-ribofuranosyl]purine and 2,6-diamino-9-[3′-(imidazol-1-yl)butyl-β-D-ribofuranosyl]purine isomers in 0.1 M tris buffer (pH 7.4), 0.1 M NaSO4 buffer (pH 7.4) and DMSO is treated with adenosine deaminase at RT for 5 days as per the procedure of Example 3. The product containing fractions are purified by silica gel chromatography and the product containing fraction evaporated to give the product. RXN SMILES: [NH2:1][C:2]1[N:10]=[C:9]2[C:5]([N:6]=[CH:7][N:8]2[C@@H:11]2[O:26][C@H:25]([CH2:27][OH:28])[C@@H:23]([OH:24])[C@H:12]2[O:13][CH2:14][CH2:15][CH2:16][CH2:17][N:18]2[CH:22]=[CH:21][N:20]=[CH:19]2)=[C:4](N)[N:3]=1.NC1N=C2C(N=CN2[C@@H]2O[C@H](CO)[C@@](CCCCN3C=CN=C3)(O)[C@H]2[OH:42])=C(N)N=1.[C@@H]1(N2C3N=CN=C(N)C=3N=C2)O[C@H](CO)[C@@H](O)[C@H]1O>CS(C)=O>[N:18]1([CH2:17][CH2:16][CH2:15][CH2:14][O:13][C@@H:12]2[C@H:23]([OH:24])[C@@H:25]([CH2:27][OH:28])[O:26][C@H:11]2[N:8]2[C:9]3[N:10]=[C:2]([NH2:1])[NH:3][C:4](=[O:42])[C:5]=3[N:6]=[CH:7]2)[CH:22]=[CH:21][N:20]=[CH:19]1. The solvent is CS(=O)C (DMSO). Starting materials: [C@@H]1([C@H](O)[C@H](O)[C@@H](CO)O1)N1C=NC=2C(N)=NC=NC12 (adenosine), NC1=NC(=C2N=CN(C2=N1)[C@H]1[C@H](OCCCCN2C=NC=C2)[C@H](O)[C@H](O1)CO)N (2,6-diamino-9-[2′-O-(imidazol-1-yl)butyl-β-D-ribofuranosyl]purine), NC1=NC(=C2N=CN(C2=N1)[C@H]1[C@H](O)[C@](O)([C@H](O1)CO)CCCCN1C=NC=C1)N (2,6-diamino-9-[3′-(imidazol-1-yl)butyl-β-D-ribofuranosyl]purine), NaSO4. The reactants are Cl.C(CC1=CC=CC=C1)NN (Phenethylhydrazine hydrochloride), C(C(=O)C)(=O)N (pyruvamide), O.O.O.C(C)(=O)[O-].[Na+] (sodium acetate trihydrate). Run in O (water), O (water). The product is C(CC1=CC=CC=C1)NN=C(C(=O)N)C (2-(phenethylhydrazono)-propionamide). As a reaction SMILES: Cl.[CH2:2]([NH:10][NH2:11])[CH2:3][C:4]1[CH:9]=[CH:8][CH:7]=[CH:6][CH:5]=1.[C:12]([NH2:17])(=[O:16])[C:13]([CH3:15])=O.O.O.O.C([O-])(=O)C.[Na+]>O>[CH2:2]([NH:10][N:11]=[C:13]([CH3:15])[C:12]([NH2:17])=[O:16])[CH2:3][C:4]1[CH:9]=[CH:8][CH:7]=[CH:6][CH:5]=1 |f:0.1,3.4.5.6.7|. Procedure: 3.4 g. Phenethylhydrazine hydrochloride are dissolved in 10 ml. water and mixed with 1.7 g. pyruvamide dissolved in 50 ml. water. 2.1 g. sodium acetate trihydrate are added thereto and the reaction mixture well shaken up. 2-(Phenethylhydrazono)-propionamide crystallizes out. It is filtered off and recrystallized from a mixture of cyclohexane and toluene. The yield is 2.0 g. (50% of theory); m.p. 78° C. (decomp.). The reactants are O(C1=CC=CC=C1)C1CCNCC1 (4-Phenoxy-piperidine), BrCC#N (bromoacetonitrile). The product is O(C1=CC=CC=C1)C1CCN(CC1)CC#N ((4-Phenoxy-piperidin-1-yl)-acetonitrile). Reaction SMILES: [O:1]([CH:8]1[CH2:13][CH2:12][NH:11][CH2:10][CH2:9]1)[C:2]1[CH:7]=[CH:6][CH:5]=[CH:4][CH:3]=1.Br[CH2:15][C:16]#[N:17]>>[O:1]([CH:8]1[CH2:13][CH2:12][N:11]([CH2:15][C:16]#[N:17])[CH2:10][CH2:9]1)[C:2]1[CH:3]=[CH:4][CH:5]=[CH:6][CH:7]=1. Procedure details: The title compound is synthesized by coupling of 4-Phenoxy-piperidine (commercially available from Alfa Aesar) and bromoacetonitrile analogously to the preparation of Intermediate 149.2 as a colorless oil; ES-MS: M+H=217.2: CtRet=4.80. The reactants are COC=1C=C2C(=CNC2=CC1)C1CCNCC1 (5-methoxy-3-piperidine-4-yl-1H-indole), CN(C1(CCCCC1)C1=CC=CC=C1)C (4-dimethylamino-4-phenylcyclohexane), C(C)(=O)O (acetic acid), sodium triacetoxy boron hydride. Run in ClCCCl (1,2-dichloroethane). Run at time 24 hour. The product is COC=1C=C2C(=CNC2=CC1)C1CCN(CC1)C1CCC(CC1)(C1=CC=CC=C1)N(C)C ({4-[4-(5-methoxy-1H-indol-3-yl)-piperidine-1-yl]-1-phenylcyclohexyl}-dimethylamine). As a reaction SMILES: [CH3:1][O:2][C:3]1[CH:4]=[C:5]2[C:9](=[CH:10][CH:11]=1)[NH:8][CH:7]=[C:6]2[CH:12]1[CH2:17][CH2:16][NH:15][CH2:14][CH2:13]1.[CH3:18][N:19]([CH3:32])[C:20]1([C:26]2[CH:31]=[CH:30][CH:29]=[CH:28][CH:27]=2)[CH2:25][CH2:24][CH2:23][CH2:22][CH2:21]1.C(O)(=O)C>ClCCCl>[CH3:1][O:2][C:3]1[CH:4]=[C:5]2[C:9](=[CH:10][CH:11]=1)[NH:8][CH:7]=[C:6]2[CH:12]1[CH2:17][CH2:16][N:15]([CH:23]2[CH2:22][CH2:21][C:20]([N:19]([CH3:32])[CH3:18])([C:26]3[CH:31]=[CH:30][CH:29]=[CH:28][CH:27]=3)[CH2:25][CH2:24]2)[CH2:14][CH2:13]1. Procedure details: 5-methoxy-3-piperidine-4-yl-1H-indole (461 mg, 2 mmole) and 4-dimethylamino-4-phenylcyclohexane (435 mg, 2 mmole) were dissolved in dry 1,2-dichloroethane (40 ml). Glacial acetic acid (2 mmole) and sodium triacetoxy boron hydride (600 mg, 2.8 mmole) were added to this mixture. The reaction mixture was then stirred for 24 hours at RT. The reaction mixture was worked up by distilling off the 1,2-dichloroethane and diluting with water (20 ml). The reaction mixture was adjusted to pH 11 with 5M NaOH...